Dataset: the Open Reaction Database (ORD), a public repository of structured organic reaction records. Task: describe an organic reaction: reactants, conditions, products, and yield Starting materials: BrCCC (1-Bromopropane), BrC=1C=C2C=CNC2=CC1 (5-bromo indole), C([O-])([O-])=O.[Cs+].[Cs+] (cesium carbonate). Solvent: CN(C)C=O (DMF). Reaction conditions: temperature 100 celsius, time 2 hour. The product is BrC=1C=C2C=CN(C2=CC1)CCC (5-bromo-1-propyl-1H-indole). Yield: 74.1%. RXN SMILES: Br[CH2:2][CH2:3][CH3:4].[Br:5][C:6]1[CH:7]=[C:8]2[C:12](=[CH:13][CH:14]=1)[NH:11][CH:10]=[CH:9]2.C(=O)([O-])[O-].[Cs+].[Cs+]>CN(C=O)C>[Br:5][C:6]1[CH:7]=[C:8]2[C:12](=[CH:13][CH:14]=1)[N:11]([CH2:2][CH2:3][CH3:4])[CH:10]=[CH:9]2 |f:2.3.4|. Procedure: 1-Bromopropane (1.25 g, 10.2 mmol) was added to a solution of 5-bromo indole (2 g, 10.2 mmol) in DMF (30 mL) followed by cesium carbonate (6.63 g, 20.4 mmol), and the mixture was stirred at 100° C. for 2 h. Insoluble solids were filtered off, and filtrate was concentrated. Residue was partitioned between ethyl acetate and water. Organic layer was separated, washed with brine, dried over sodium sulphate, filtered and concentrated in vacuo. The crude product was purified by flash chromatography us... Starting materials: ClCCCl, CNOC, Cl, O=C(O)c1ccc([N+](=O)[O-])cc1F, On1nnc2ccccc21, c1ccncc1. The product is CON(C)C(=O)c1ccc([N+](=O)[O-])cc1F. Reaction SMILES: [CH2:29]([Cl:30])[CH2:31][Cl:32].[CH3:15][NH:16][O:17][CH3:18].[ClH:14].[N+:1](=[O:2])([O-:3])[c:4]1[cH:5][c:6]([F:13])[c:7]([C:8](=[O:9])[OH:10])[cH:11][cH:12]1.[OH:19][n:20]1[c:21]2[c:22]([cH:23][cH:24][cH:25][cH:26]2)[n:27][n:28]1.[cH:33]1[cH:34][cH:35][n:36][cH:37][cH:38]1>>[N+:1](=[O:2])([O-:3])[c:4]1[cH:5][c:6]([F:13])[c:7]([C:8](=[O:9])[N:16]([CH3:15])[O:17][CH3:18])[cH:11][cH:12]1. Reactants: CS(=O)(=O)Cl, CCN(C(C)C)C(C)C, ClCCl, OCCOCC(F)(F)F. The product is CS(=O)(=O)OCCOCC(F)(F)F. RXN SMILES: [CH3:19][S:20]([Cl:21])(=[O:22])=[O:23].[CH:10]([N:11]([CH2:12][CH3:13])[CH:14]([CH3:15])[CH3:16])([CH3:17])[CH3:18].[Cl:24][CH2:25][Cl:26].[F:1][C:2]([CH2:3][O:4][CH2:5][CH2:6][OH:7])([F:8])[F:9]>>[F:1][C:2]([CH2:3][O:4][CH2:5][CH2:6][O:7][S:20]([CH3:19])(=[O:22])=[O:23])([F:8])[F:9]. Reactants: N[C@H]1CC[C@H](C2=CC=CC=C12)O ((1R,4S)-4-Amino-1,2,3,4-tetrahydro-naphthalen-1-ol), [H-].[Na+] (NaH), N (NH3), FC=1C=CC=2N(C1)C(=NN2)N2C[C@@H](CC2)O[Si](C(C)C)(C(C)C)C(C)C (6-Fluoro-3-((R)-3-triisopropylsilanyloxy-pyrrolidin-1-yl)-[1,2,4]triazolo[4,3-a]pyridine). The solvent is CN(C)C=O (DMF), C(Cl)Cl (DCM), CO (MeOH). Conditions: temperature 60 celsius. Yields the product C(C)(C)[Si](O[C@H]1CN(CC1)C1=NN=C2N1C=C(C=C2)O[C@@H]2CC[C@@H](C1=CC=CC=C21)N)(C(C)C)C(C)C ((1S,4R)-4-[3-((R)-3-Triisopropylsilanyloxy-pyrrolidin-1-yl)-[1,2,4]triazolo[4,3-a]pyridin-6-yloxy]-1,2,3,4-tetrahydro-naphthalen-1-ylamine). Yield: 27.9%. As a reaction SMILES: [NH2:1][C@@H:2]1[C:11]2[C:6](=[CH:7][CH:8]=[CH:9][CH:10]=2)[C@H:5]([OH:12])[CH2:4][CH2:3]1.[H-].[Na+].F[C:16]1[CH:17]=[CH:18][C:19]2[N:20]([C:22]([N:25]3[CH2:29][CH2:28][C@@H:27]([O:30][Si:31]([CH:38]([CH3:40])[CH3:39])([CH:35]([CH3:37])[CH3:36])[CH:32]([CH3:34])[CH3:33])[CH2:26]3)=[N:23][N:24]=2)[CH:21]=1.N>CN(C=O)C.CO.C(Cl)Cl>[CH:38]([Si:31]([CH:32]([CH3:34])[CH3:33])([CH:35]([CH3:37])[CH3:36])[O:30][C@@H:27]1[CH2:28][CH2:29][N:25]([C:22]2[N:20]3[CH:21]=[C:16]([O:12][C@H:5]4[C:6]5[C:11](=[CH:10][CH:9]=[CH:8][CH:7]=5)[C@@H:2]([NH2:1])[CH2:3][CH2:4]4)[CH:17]=[CH:18][C:19]3=[N:24][N:23]=2)[CH2:26]1)([CH3:40])[CH3:39] |f:1.2|. Reported procedure: To a solution of Intermediate A (123 mg, 0.755 mmol) in DMF (4 mL) was added NaH (60% in oil, 82 mg, 2.06 mmol) and the mixture stirred at RT for 20 min, before Intermediate 38b (260 mg, 0.687 mmol) was added. This mixture was heated at 60° C. in the microwave for 3 h. The reaction mixture was applied to an SCX-2 cartridge (25 g) and washed with MeOH. The product was eluted with 2M NH3 in MeOH; concentration in vacuo gave a residue. FCC, using 0-7% [2M NH3 in MeOH] in DCM, gave the title compoun... Procedure: A mixture of ethyl 2-(5-amino-1,2,4-thiadiazol-3-yl)-2-(cyclopropyloxyimino)acetate (syn isomer)(5.26 g), trityl chloride (12.9 g) and 4-dimethylaminopyridine (224 mg) in pyridine (25 ml) was stirred at 50°-60° C. for 4 hours. The mixture was concentrated in vacuo and the residue was dissolved in ethyl acetate. The organic solution was washed successively with 1N hydrochloric acid, saturated aqueous sodium bicarbonate, and saturated aqueous solution of sodium chloride, dried over magnesium sulfa... Isolated yield 107.5%. Reactants: NC1=NC(=NS1)C(C(=O)OCC)=NOC1CC1 (ethyl 2-(5-amino-1,2,4-thiadiazol-3-yl)-2-(cyclopropyloxyimino)acetate), C(C1=CC=CC=C1)(C1=CC=CC=C1)(C1=CC=CC=C1)Cl (trityl chloride). The product is C1(CC1)ON=C(C(=O)OCC)C1=NSC(=N1)NC(C1=CC=CC=C1)(C1=CC=CC=C1)C1=CC=CC=C1 (ethyl 2-cyclopropyloxyimino-2-(5-tritylamino-1,2,4-thiadiazol-3-yl)acetate). The solvent is N1=CC=CC=C1 (pyridine). Run at time 4 hour. RXN SMILES: [NH2:1][C:2]1[S:6][N:5]=[C:4]([C:7](=[N:13][O:14][CH:15]2[CH2:17][CH2:16]2)[C:8]([O:10][CH2:11][CH3:12])=[O:9])[N:3]=1.[C:18](Cl)([C:31]1[CH:36]=[CH:35][CH:34]=[CH:33][CH:32]=1)([C:25]1[CH:30]=[CH:29][CH:28]=[CH:27][CH:26]=1)[C:19]1[CH:24]=[CH:23][CH:22]=[CH:21][CH:20]=1>CN(C)C1C=CN=CC=1.N1C=CC=CC=1>[CH:15]1([O:14][N:13]=[C:7]([C:4]2[N:3]=[C:2]([NH:1][C:18]([C:19]3[CH:24]=[CH:23][CH:22]=[CH:21][CH:20]=3)([C:31]3[CH:32]=[CH:33][CH:34]=[CH:35][CH:36]=3)[C:25]3[CH:26]=[CH:27][CH:28]=[CH:29][CH:30]=3)[S:6][N:5]=2)[C:8]([O:10][CH2:11][CH3:12])=[O:9])[CH2:17][CH2:16]1. The reagents and catalysts are CN(C1=CC=NC=C1)C (4-dimethylaminopyridine).